This data is from the Open Reaction Database (ORD), a public repository of structured organic reaction records. The task is: describe an organic reaction: reactants, conditions, products, and yield The reactants are C1CNCCN1, CS(C)=O, Clc1cccnc1Cl, [Na+], O=C([O-])O. The product is Clc1cccnc1N1CCNCC1. RXN SMILES: [CH2:1]1[CH2:2][NH:3][CH2:4][CH2:5][NH:6]1.[CH3:20][S:21](=[O:22])[CH3:23].[Cl:7][c:8]1[n:9][cH:10][cH:11][cH:12][c:13]1[Cl:14].[Na+:15].[OH:16][C:17](=[O:18])[O-:19]>>[CH2:1]1[CH2:2][N:3]([c:8]2[n:9][cH:10][cH:11][cH:12][c:13]2[Cl:14])[CH2:4][CH2:5][NH:6]1. Starting materials: C(C1=CC=CC=C1)(C1=CC=CC=C1)(C1=CC=CC=C1)N1C2=NC=NC(=C2N=C1)NC(OC(C)(C)C)=O (Tert-butyl 9-trityl-9H-purin-6-ylcarbamate), [H-].[Na+] (NaH), C(=O)(C(F)(F)F)O (TFA), BrCC=1OC(C2=CC=CC=C2C1C1=CC(=CC=C1)F)=O (3-(bromomethyl)-4-(3-fluorophenyl)-1H-isochromen-1-one), BrCC=1OC(C2=CC=CC=C2C1C1=CC(=CC=C1)F)=O (3-(bromomethyl)-4-(3-fluorophenyl)-1H-isochromen-1-one). Solvent: CN(C)C=O (DMF), C(Cl)Cl (DCM), C(Cl)Cl (DCM), CCOC(=O)C (EtOAc), CN(C)C=O (DMF). Conditions: temperature 0 celsius, time 15 minute. Product: Phase B, N1=CN=C2NC=NC2=C1NCC=1OC(C2=CC=CC=C2C1C1=CC(=CC=C1)F)=O (3-((9H-Purin-6-ylamino)methyl)-4-(3-fluorophenyl)-1H-isochromen-1-one). The yield is 34.4%. As a reaction SMILES: C([N:20]1[CH:28]=[N:27][C:26]2[C:21]1=[N:22][CH:23]=[N:24][C:25]=2[NH:29]C(=O)OC(C)(C)C)(C1C=CC=CC=1)(C1C=CC=CC=1)C1C=CC=CC=1.[H-].[Na+].Br[CH2:40][C:41]1[O:42][C:43](=[O:58])[C:44]2[C:49]([C:50]=1[C:51]1[CH:56]=[CH:55][CH:54]=[C:53]([F:57])[CH:52]=1)=[CH:48][CH:47]=[CH:46][CH:45]=2.C(O)(C(F)(F)F)=O>CN(C=O)C.CCOC(C)=O.C(Cl)Cl>[N:24]1[C:25]([NH:29][CH2:40][C:41]2[O:42][C:43](=[O:58])[C:44]3[C:49]([C:50]=2[C:51]2[CH:56]=[CH:55][CH:54]=[C:53]([F:57])[CH:52]=2)=[CH:48][CH:47]=[CH:46][CH:45]=3)=[C:26]2[C:21]([NH:20][CH:28]=[N:27]2)=[N:22][CH:23]=1 |f:1.2|. Procedure details: Tert-butyl 9-trityl-9H-purin-6-ylcarbamate (93 mg, 0.195 mmol) and 50% dispersion in mineral oil NaH (9.4 mg, 0.195 mmol) were dissolved in DMF (0.2 ml) at 0° C. A solution of 3-(bromomethyl)-4-(3-fluorophenyl)-1H-isochromen-1-one (intermediate C4, 50 mg, 0.150 mmol) in DMF (0.6 mL) was then added. The reaction mixture was stirred at 0° C. for 5 min and at RT for 15 min. The reaction mixture was then diluted with EtOAc (20 mL) and washed with 0.2 M HClaqueous, sat NaClaqueous dried over Na2SO4 a... Starting materials: FC1=CC=C(C=C1)C1=C(CC(C1)(CS(=O)(=O)C1=CC=C(C)C=C1)CS(=O)(=O)C1=CC=C(C)C=C1)C1=CC=C(C=C1)S(=O)(=O)C (1-[2-(4-fluorophenyl)-4,4-di(tosylmethyl)cyclopenten-1-yl]-4-(methylsulfonyl)benzene), [I-].[Na+] (sodium iodide). The reagents and catalysts are [Zn] (zinc). The solvent is CN(C)C=O (DMF). Run at temperature 150 celsius, time 1.5 hour. Product: FC1=CC=C(C=C1)C=1CC2(CC2)CC1C1=CC=C(C=C1)S(=O)(=O)C (5-(4-fluorophenyl)-6-[4-(methylsulfonyl)phenyl]spiro[2.4]hept-5-ene). Isolated yield 85.6%. RXN SMILES: [F:1][C:2]1[CH:7]=[CH:6][C:5]([C:8]2[CH2:12][C:11]([CH2:24]S(C3C=CC(C)=CC=3)(=O)=O)([CH2:13]S(C3C=CC(C)=CC=3)(=O)=O)[CH2:10][C:9]=2[C:35]2[CH:40]=[CH:39][C:38]([S:41]([CH3:44])(=[O:43])=[O:42])=[CH:37][CH:36]=2)=[CH:4][CH:3]=1.[I-].[Na+]>CN(C=O)C.[Zn]>[F:1][C:2]1[CH:3]=[CH:4][C:5]([C:8]2[CH2:12][C:11]3([CH2:10][C:9]=2[C:35]2[CH:36]=[CH:37][C:38]([S:41]([CH3:44])(=[O:42])=[O:43])=[CH:39][CH:40]=2)[CH2:24][CH2:13]3)=[CH:6][CH:7]=1 |f:1.2|. Procedure details: Under nitrogen, a solution of 1.02 g (1.49 mmol) of 1-[2-(4-fluorophenyl)-4,4-di(tosylmethyl)cyclopenten-1-yl]-4-(methylsulfonyl)benzene (prepared in Step 10) in 24 mL of DMF was treated with 3.23 g (21.55 mmol) of sodium iodide and 1.61 g (24.63 mmol) of zinc dust. The reaction was stirred at 150° C. for 1.5 hour, concentrated in vacuo, and partitioned between water and ethyl acetate. The organic phase was washed with sodium sulfite, water, brine, dried (MgSO4), and concentrated in vacuo. The r... Starting materials: CC(=O)C1=CC(=C(C=C1)OC)OC (3,4-dimethoxyacetophenone), Ba(OH)2, COC1=CC=C(C=C1)NC1=NC=CC=C1C=CC(=O)C1=CC(=C(C(=C1)OC)OC)OC (3-(2-(4-Methoxyphenylamino) pyridin-3-yl)-1-(3,4,5-trimethoxyphenyl)prop-2-en-1-one), 8h, COC=1C=C(C=C(C1OC)OC)NC1=C(C=O)C=CC=N1 (2-(3,4,5-trimethoxyphenylamino)nicotinaldehyde), Cl (HCl). Solvent: CO (methanol). Run at time 5 minute. Product: COC=1C=C(C=CC1OC)C(C=CC=1C(=NC=CC1)NC1=CC(=C(C(=C1)OC)OC)OC)=O (1-(3,4-Dimethoxyphenyl)-3-(2-(3,4,5-trimethoxyphenylamino)pyridin-3-yl)prop-2-en-1-one). Yield: 81.7%. As a reaction SMILES: [CH3:1][C:2]([C:4]1[CH:9]=[CH:8][C:7]([O:10][CH3:11])=[C:6]([O:12][CH3:13])[CH:5]=1)=[O:3].[CH3:14][O:15][C:16]1[CH:17]=[C:18]([NH:26][C:27]2[N:34]=[CH:33][CH:32]=[CH:31][C:28]=2[CH:29]=O)[CH:19]=[C:20]([O:24][CH3:25])[C:21]=1[O:22][CH3:23].COC1C=CC(NC2C(C=CC(C3C=C(OC)C(OC)=C(OC)C=3)=O)=CC=CN=2)=CC=1.Cl>CO>[CH3:13][O:12][C:6]1[CH:5]=[C:4]([C:2](=[O:3])[CH:1]=[CH:29][C:28]2[C:27]([NH:26][C:18]3[CH:19]=[C:20]([O:24][CH3:25])[C:21]([O:22][CH3:23])=[C:16]([O:15][CH3:14])[CH:17]=3)=[N:34][CH:33]=[CH:32][CH:31]=2)[CH:9]=[CH:8][C:7]=1[O:10][CH3:11]. Reported procedure: To a solution of 3,4-dimethoxyacetophenone (124 mg, 0.692 mmol) in methanol (5 mL) was added 2N Ba(OH)2 solution (2 ml) and stirred for 5 minutes. Then 2-(3,4,5-trimethoxyphenylamino)nicotinaldehyde (200 mg, 0.692 mmol) added and the reaction mixture was stirred at a temperature of 30° C. for 6h and the reaction was monitored by TLC. After 8h then reaction mixture is acidified with 2N HCl. The resulting precipitate was filtered, washed thoroughly with water and dried over anhydrous CaCl2. The pr... Reactants: CC(C)(C)OC(=O)N1CCC(c2ncnc3cc(F)ccc23)CC1, COCCOC, CC(C)=O, CC(C)(C)[O-], ClCCl, [K+], N#CCCCO. Product: CC(C)(C)OC(=O)N1CCC(c2ncnc3cc(OCCCC#N)ccc23)CC1. As a reaction SMILES: [C:19]([CH3:20])([CH3:21])([CH3:22])[O:23][C:24](=[O:25])[N:26]1[CH2:27][CH2:28][CH:29]([c:32]2[n:33][cH:34][n:35][c:36]3[cH:37][c:38]([F:42])[cH:39][cH:40][c:41]23)[CH2:30][CH2:31]1.[CH3:13][O:14][CH2:15][CH2:16][O:17][CH3:18].[CH3:46][C:47](=[O:48])[CH3:49].[CH3:7][C:8]([CH3:9])([O-:10])[CH3:11].[Cl:43][CH2:44][Cl:45].[K+:12].[OH:1][CH2:2][CH2:3][CH2:4][C:5]#[N:6]>>[O:1]([CH2:2][CH2:3][CH2:4][C:5]#[N:6])[c:38]1[cH:37][c:36]2[n:35][cH:34][n:33][c:32]([CH:29]3[CH2:28][CH2:27][N:26]([C:24]([O:23][C:19]([CH3:20])([CH3:21])[CH3:22])=[O:25])[CH2:31][CH2:30]3)[c:41]2[cH:40][cH:39]1. Starting materials: C[Si](C1=CC=C(O[Si](C)(C)C)C=C1)(C)C (p-trimethylsilylphenoxytrimethylsilane), O (water). Reagents/catalysts: Cl (hydrochloric acid). Run in C(C)O (ethyl alcohol). Conditions: time 5 minute. Product: C[Si](C1=CC=C(C=C1)O)(C)C (p-trimethylsilylphenol). Isolated yield 93.4%. RXN SMILES: [CH3:1][Si:2]([CH3:15])([CH3:14])[C:3]1[CH:13]=[CH:12][C:6]([O:7][Si](C)(C)C)=[CH:5][CH:4]=1.O>C(O)C.Cl>[CH3:1][Si:2]([CH3:15])([CH3:14])[C:3]1[CH:13]=[CH:12][C:6]([OH:7])=[CH:5][CH:4]=1. Procedure details: 28.7 g p-trimethylsilylphenoxytrimethylsilane was dissolved in 9 ml 95 percent ethyl alcohol. One drop of concentrated hydrochloric acid and 4 ml water were added, and the mixture was shaked for 5 minutes. After standing for another 15 minutes, the mixture was washed two times with 30 ml water and separated. The organic phase was poured into a crystallizing dish; p-trimethylsilylphenol crystallized out as white needles. After drying overnight in vacuo, 18.7 g of product was obtained (mp 76 degre... Product: C(C)(C)(C)C(=O)CN1C(C(CN(C2=C1C=CC=C2)C2=CC=CC=C2)NC(NC=2C=C(C(=O)O)C=CC2)=O)=O (3-[3-(1-tert-butylcarbonylmethyl-2-oxo-5-phenyl-1,3,4,5-tetrahydro-2H-1,5-benzodiazepin-3-yl)ureido]benzoic acid). Yield: 26.6%. Solvent: CO (Methanol). Reported procedure: Methanol (20 ml) and 10% palladium carbon (68 mg) were added to 1-(1-tert-butylcarbonylmethyl-2-oxo-5-phenyl-1,3,4,5-tetrahydro-2H-1,5-benzodiazepin-3-yl)-3-(3-benzyloxycarbonylphenyl)urea (635 mg), the mixture was stirred at 50° C. under hydrogen atmosphere for 2 hours. The reaction mixture was filtrated, the filtrate was concentrated under reduced pressure. The residue was dissolved in 2 N aqueous sodium hydroxide, washed with ether, adjusted to pH 2 with concentrated hydrochloric acid, and ex... Reagents/catalysts: [C].[Pd] (palladium carbon). As a reaction SMILES: [C:1]([C:5]([CH2:7][N:8]1[C:14]2[CH:15]=[CH:16][CH:17]=[CH:18][C:13]=2[N:12]([C:19]2[CH:24]=[CH:23][CH:22]=[CH:21][CH:20]=2)[CH2:11][CH:10]([NH:25][C:26]([NH:28][C:29]2[CH:34]=[CH:33][CH:32]=[C:31]([C:35]([O:37]CC3C=CC=CC=3)=[O:36])[CH:30]=2)=[O:27])[C:9]1=[O:45])=[O:6])([CH3:4])([CH3:3])[CH3:2]>[C].[Pd].CO>[C:1]([C:5]([CH2:7][N:8]1[C:14]2[CH:15]=[CH:16][CH:17]=[CH:18][C:13]=2[N:12]([C:19]2[CH:24]=[CH:23][CH:22]=[CH:21][CH:20]=2)[CH2:11][CH:10]([NH:25][C:26](=[O:27])[NH:28][C:29]2[CH:30]=[C:31]([CH:32]=[CH:33][CH:34]=2)[C:35]([OH:37])=[O:36])[C:9]1=[O:45])=[O:6])([CH3:4])([CH3:2])[CH3:3] |f:1.2|. The reactants are C(C)(C)(C)C(=O)CN1C(C(CN(C2=C1C=CC=C2)C2=CC=CC=C2)NC(=O)NC2=CC(=CC=C2)C(=O)OCC2=CC=CC=C2)=O (1-(1-tert-butylcarbonylmethyl-2-oxo-5-phenyl-1,3,4,5-tetrahydro-2H-1,5-benzodiazepin-3-yl)-3-(3-benzyloxycarbonylphenyl)urea). Conditions: temperature 50 celsius, time 2 hour.